describe an organic reaction: reactants, conditions, products, and yield From a dataset of the Open Reaction Database (ORD), a public repository of structured organic reaction records. The reactants are CN(CCN1C(C2=C(CCC1)NC(=C2C)C=O)=O)C (5-(2-dimethylamino-ethyl)-3-methyl-4-oxo-1,4,5,6,7,8-hexahydro-pyrrolo[3,2-c]azepine-2-carbaldehyde), BrC=1C=C2CC(NC2=CC1)=O (5-bromo-1,3-dihydro-indol-2-one). Product: BrC=1C=C2/C(/C(NC2=CC1)=O)=C/C1=C(C=2C(N(CCCC2N1)CCN(C)C)=O)C ((Z)-2-(5-bromo-2-oxo-1,2-dihydro-indol-3-ylidenemethyl)-5-(2-dimethylamino-ethyl)-3-methyl-5,6,7,8-tetrahydro-1H-pyrrolo[3,2-c]azepin-4-one). The yield is 77.0%. RXN SMILES: [CH3:1][N:2]([CH3:19])[CH2:3][CH2:4][N:5]1[CH2:11][CH2:10][CH2:9][C:8]2[NH:12][C:13]([CH:16]=O)=[C:14]([CH3:15])[C:7]=2[C:6]1=[O:18].[Br:20][C:21]1[CH:22]=[C:23]2[C:27](=[CH:28][CH:29]=1)[NH:26][C:25](=[O:30])[CH2:24]2>>[Br:20][C:21]1[CH:22]=[C:23]2[C:27](=[CH:28][CH:29]=1)[NH:26][C:25](=[O:30])/[C:24]/2=[CH:16]\[C:13]1[NH:12][C:8]2[CH2:9][CH2:10][CH2:11][N:5]([CH2:4][CH2:3][N:2]([CH3:19])[CH3:1])[C:6](=[O:18])[C:7]=2[C:14]=1[CH3:15]. Reported procedure: The title compound was prepared under the same conditions as described in step 4 of Example 23 with 5-(2-dimethylamino-ethyl)-3-methyl-4-oxo-1,4,5,6,7,8-hexahydro-pyrrolo[3,2-c]azepine-2-carbaldehyde 23c obtained from step 3 of Example 23 and 5-bromo-1,3-dihydro-indol-2-one as starting materials to obtain (Z)-2-(5-bromo-2-oxo-1,2-dihydro-indol-3-ylidenemethyl)-5-(2-dimethylamino-ethyl)-3-methyl-5,6,7,8-tetrahydro-1H-pyrrolo[3,2-c]azepin-4-one 24 (71 mg, yield 77%) as a red solid. Reactants: Br (HBr), C1CCOC1 (THF), BrC1=CC(=C(C=C1)C1=C(C=C(C=C1)Br)CO)CO ((4,4′-dibromobiphenyl-2,2′-diyl)dimethanol). Run in CC(=O)C (acetone). Run at time 1 hour. The product is BrC=1C=CC2=C(COCC3=C2C=CC(=C3)Br)C1 (3,9-dibromo-5,7-dihydrodibenzo[c,e]oxepine). Isolated yield 50.8%. As a reaction SMILES: Br.C1COCC1.[Br:7][C:8]1[CH:13]=[CH:12][C:11]([C:14]2[CH:19]=[CH:18][C:17]([Br:20])=[CH:16][C:15]=2[CH2:21]O)=[C:10]([CH2:23][OH:24])[CH:9]=1>CC(C)=O>[Br:20][C:17]1[CH:18]=[CH:19][C:14]2[C:11]3[CH:12]=[CH:13][C:8]([Br:7])=[CH:9][C:10]=3[CH2:23][O:24][CH2:21][C:15]=2[CH:16]=1. Reported procedure: HBr (11 mL, 97 mmol) was added to a THF (10 mL) solution of (4,4′-dibromobiphenyl-2,2′-diyl)dimethanol (for preparation, see: Tetrahedron Letters 2004, 45, 2801; 1.3 g, 3.49 mmol), and the mixture was refluxed for six hours and then allowed to cool to ambient temperature. Most of the organic component was removed with a rotervap, and the residue was extracted with CH2Cl2 (10 mL, 3×). The combined organic phase was dried (MgSO4), filtered, and concentrated in vacuo to afford a brown oil, which wh... Yield: 28.4%. RXN SMILES: [CH2:1]([O:8][C:9]1[CH:21]=[CH:20][C:12]([C:13]([NH:15][CH2:16][CH2:17][CH2:18]Cl)=[O:14])=[CH:11][CH:10]=1)[C:2]1[CH:7]=[CH:6][CH:5]=[CH:4][CH:3]=1.[OH:22][C:23]1([CH2:29][C:30]2[CH:35]=[CH:34][C:33]([CH3:36])=[CH:32][CH:31]=2)[CH2:28][CH2:27][NH:26][CH2:25][CH2:24]1.C(=O)([O-])[O-].[K+].[K+].CC(=O)CC>O>[CH2:1]([O:8][C:9]1[CH:21]=[CH:20][C:12]([C:13]([NH:15][CH2:16][CH2:17][CH2:18][N:26]2[CH2:27][CH2:28][C:23]([OH:22])([CH2:29][C:30]3[CH:35]=[CH:34][C:33]([CH3:36])=[CH:32][CH:31]=3)[CH2:24][CH2:25]2)=[O:14])=[CH:11][CH:10]=1)[C:2]1[CH:7]=[CH:6][CH:5]=[CH:4][CH:3]=1 |f:2.3.4|. Reactants: OC1(CCNCC1)CC1=CC=C(C=C1)C (4-hydroxy-4-(4-methyl-benzyl)-piperidine), C([O-])([O-])=O.[K+].[K+] (potassium carbonate), CC(CC)=O (2-butanone), C(C1=CC=CC=C1)OC1=CC=C(C(=O)NCCCCl)C=C1 (4-benzyloxy-N-(3-chloro-propyl)-benzamide). The product is C(C1=CC=CC=C1)OC1=CC=C(C(=O)NCCCN2CCC(CC2)(CC2=CC=C(C=C2)C)O)C=C1 (4-benzyloxy-N-[3-[4-hydroxy-4-(4-methyl-benzyl)-piperidin-1-yl]-propyl]-benzamide). The solvent is O (water). Reported procedure: A mixture of 4-benzyloxy-N-(3-chloro-propyl)-benzamide (0.5 g, 1.64 mmol), ), 4-hydroxy-4-(4-methyl-benzyl)-piperidine (0.34 g, 1.65 mmol), potassium carbonate (0.45 g, 3.29 mmol) and 2-butanone (10 ml) was stirred at 60° C. for 48 h. After the addition of water, the mixture was extracted with ethyl acetate. The organic layer was dried (Na2SO4), filtered and evaporated. The residue was purified by chromatography (silica gel, methylene chloride methanol from 95:5 to 9:1) to give 4-benzyloxy-N-[3-... Reactants: [Si](CC)(CC)(CC)OS(=O)(=O)C(F)(F)F (TESOTf), O (water), CC(CN)O (1-methyl-2-aminoethanol), N1C=NC=C1 (imidazole). Run in C1CCOC1 (THF). Run at temperature -78 celsius, time 1 hour. Yields the product O-silylated aminoalcohol, C(C)[Si](OC(CN)C)(CC)CC (2-(triethylsilyloxy)propan-1-amine). Reaction SMILES: [CH3:1][CH:2]([OH:5])[CH2:3][NH2:4].N1C=CN=C1.[Si:11](OS(C(F)(F)F)(=O)=O)([CH2:16][CH3:17])([CH2:14][CH3:15])[CH2:12][CH3:13].O>C1COCC1>[CH2:12]([Si:11]([CH2:16][CH3:17])([CH2:14][CH3:15])[O:5][CH:2]([CH3:1])[CH2:3][NH2:4])[CH3:13]. Procedure: In a 50 mL round bottomed flask, 1-methyl-2-aminoethanol (500.0 mg, 6.66 mmol) and imidazole (498.8 mg, 7.326 mmol, 1.1 equiv.) were dissolved in THF (3 mL). The mixture was cooled down to −78° C. and then TESOTf (1.76 g, 6.66 mmol, 1.0 equiv.) was added at the same temperature. The mixture was allowed to warm to room temperature. After stirring for 1 h, water (30 mL) was added to the mixture and the whole was extracted with EtOAc (30 mL×3). Combined organic layers were washed with brine (30 mL)...